Task: describe an organic reaction: reactants, conditions, products, and yield. Dataset: the Open Reaction Database (ORD), a public repository of structured organic reaction records The reactants are ClC1=C(C=CC=C1)[N+](=O)[O-] (1-chloro-2-nitrobenzene), NCCC12CCCN2CCC1 (5-(2-aminoethyl)-1-azabicyclo[3.3.0]octane). The product is N12CCCC2(CCC1)CCNC1=C(C=CC=C1)[N+](=O)[O-] (N-[2-(1-Azabicyclo[3.3.0]octan-5-yl)ethyl]-2-nitroaniline), liquid. Isolated yield 98.5%. Reaction SMILES: Cl[C:2]1[CH:7]=[CH:6][CH:5]=[CH:4][C:3]=1[N+:8]([O-:10])=[O:9].[NH2:11][CH2:12][CH2:13][C:14]12[CH2:21][CH2:20][CH2:19][N:18]1[CH2:17][CH2:16][CH2:15]2>>[N:18]12[CH2:19][CH2:20][CH2:21][C:14]1([CH2:13][CH2:12][NH:11][C:2]1[CH:7]=[CH:6][CH:5]=[CH:4][C:3]=1[N+:8]([O-:10])=[O:9])[CH2:15][CH2:16][CH2:17]2. Procedure: The procedures described in Example 12 were repeated except that 1-chloro-2-nitrobenzene (2.04 g, 12.9 mmol) and 5-(2-aminoethyl)-1-azabicyclo[3.3.0]octane (4.00 g, 25.9 mmol) were employed. In this case, the desired compound was obtained as a orange liquid (3.32 g, 98.54%). The product is N#Cc1ccc(Cl)nc1OCC(F)(F)F. RXN SMILES: [CH3:30][C:31]#[N:32].[CH3:33][CH2:34][O:35][C:36]([CH3:37])=[O:38].[Cl:1][c:2]1[n:3][c:4]([O:11][CH2:12][C:13]([F:14])([F:15])[F:16])[c:5]([C:6](=[O:7])[NH2:8])[cH:9][cH:10]1.[Na+:29].[OH-:28].[P:23]([Cl:24])([Cl:25])([Cl:26])=[O:27].[cH:17]1[cH:18][cH:19][n:20][cH:21][cH:22]1>>[Cl:1][c:2]1[n:3][c:4]([O:11][CH2:12][C:13]([F:14])([F:15])[F:16])[c:5]([C:6]#[N:8])[cH:9][cH:10]1. Starting materials: CC#N, CCOC(C)=O, NC(=O)c1ccc(Cl)nc1OCC(F)(F)F, [Na+], [OH-], O=P(Cl)(Cl)Cl, c1ccncc1. Starting materials: O (Water), C(C)(=O)NC1=CC=C(C=N1)NC(OCC(Cl)(Cl)Cl)=O (2,2,2-trichloroethyl [6-(acetylamino)pyridin-3-yl]carbamate), FC1=CC=C(C=C1)C=1N=C(SC1)N1CCNCC1 (1-[4-(4-fluorophenyl)-1,3-thiazol-2-yl]piperazine), C(C)(C)N(CC)C(C)C (diisopropylethylamine). Run in CS(=O)C (dimethylsulfoxide). Run at temperature 70 celsius, time 12 hour. Product: C(C)(=O)NC1=CC=C(C=N1)NC(=O)N1CCN(CC1)C=1SC=C(N1)C1=CC=C(C=C1)F (N-[6-(Acetylamino)pyridin-3-yl]-4-[4-(4-fluorophenyl)-1,3-thiazol-2-yl]piperazine-1-carboxamide). Isolated yield 32.9%. As a reaction SMILES: [C:1]([NH:4][C:5]1[N:10]=[CH:9][C:8]([NH:11][C:12](=[O:19])OCC(Cl)(Cl)Cl)=[CH:7][CH:6]=1)(=[O:3])[CH3:2].[F:20][C:21]1[CH:26]=[CH:25][C:24]([C:27]2[N:28]=[C:29]([N:32]3[CH2:37][CH2:36][NH:35][CH2:34][CH2:33]3)[S:30][CH:31]=2)=[CH:23][CH:22]=1.C(N(C(C)C)CC)(C)C.O>CS(C)=O>[C:1]([NH:4][C:5]1[N:10]=[CH:9][C:8]([NH:11][C:12]([N:35]2[CH2:36][CH2:37][N:32]([C:29]3[S:30][CH:31]=[C:27]([C:24]4[CH:25]=[CH:26][C:21]([F:20])=[CH:22][CH:23]=4)[N:28]=3)[CH2:33][CH2:34]2)=[O:19])=[CH:7][CH:6]=1)(=[O:3])[CH3:2]. Procedure: A mixture of 2,2,2-trichloroethyl [6-(acetylamino)pyridin-3-yl]carbamate (273 mg, 0.835 mmol), 1-[4-(4-fluorophenyl)-1,3-thiazol-2-yl]piperazine (200 mg, 0.760 mmol) and diisopropylethylamine (0.265 ml, 1.52 mmol) in dimethylsulfoxide (2.5 ml) was stirred at 70° C. for 12 hours. Water was poured into the reaction solution, and the mixture was extracted with ethyl acetate. The extract was washed with water and dried over anhydrous magnesium sulfate, and the solvent was distilled off under reduced... Reactants: [H-].[Na+] (NaH), C1(=CC=CC=C1)N1C(NC2=C1C=CC=C2)=O (1-phenylbenzimidazolin-2-one), C(C)OC(CCCCCCCl)=O (7-chloroenanthic acid ethyl ester). Solvent: CN(C)C=O (DMF). Yields the product C(C)OC(CCCCCCN1C(N(C2=C1C=CC=C2)C2=CC=CC=C2)=O)=O (7-(2-Oxo-3-phenyl-benzimidazolin-1-yl)-enanthic acid ethyl ester). RXN SMILES: [H-].[Na+].[C:3]1([N:9]2[C:13]3[CH:14]=[CH:15][CH:16]=[CH:17][C:12]=3[NH:11][C:10]2=[O:18])[CH:8]=[CH:7][CH:6]=[CH:5][CH:4]=1.[CH2:19]([O:21][C:22](=[O:30])[CH2:23][CH2:24][CH2:25][CH2:26][CH2:27][CH2:28]Cl)[CH3:20]>CN(C=O)C>[CH2:19]([O:21][C:22](=[O:30])[CH2:23][CH2:24][CH2:25][CH2:26][CH2:27][CH2:28][N:11]1[C:12]2[CH:17]=[CH:16][CH:15]=[CH:14][C:13]=2[N:9]([C:3]2[CH:4]=[CH:5][CH:6]=[CH:7][CH:8]=2)[C:10]1=[O:18])[CH3:20] |f:0.1|. Procedure details: The product is produced as described in example 1 from 1.9 g. of NaH (80% suspension in mineral oil), 13.2 g. of 1-phenylbenzimidazolin-2-one (produced in usual manner by subjecting N-phenyl-o-phenylenediamine to reaction with phosgene), 120 cc. of DMF, 12.1 g. of 7-chloroenanthic acid ethyl ester and 1.9 g. of NaJ. Eluant in chromatographic purification: hexane/ethylacetate. Reactants: ClC1=NC=C(C(=N1)Cl)N (2,4-dichloropyrimidin-5-amine), O1CC(CC1)C=O (tetrahydrofuran-3-carbaldehyde), C(C)(=O)O[BH-](OC(C)=O)OC(C)=O.[Na+] (Sodium triacetoxyborohydride). Reagents/catalysts: [Ti](Cl)(Cl)(Cl)Cl (titanium tetrachloride). Run in ClCCl (dichloromethane), ClCCl (dichloromethane), O (water). Run at temperature 0 celsius, time 2 hour. The product is ClC1=NC=C(C(=N1)Cl)NCC1COCC1 (2,4-dichloro-N-((tetrahydrofuran-3-yl)methyl)pyrimidin-5-amine). Isolated yield 87.0%. Reaction SMILES: [Cl:1][C:2]1[N:7]=[C:6]([Cl:8])[C:5]([NH2:9])=[CH:4][N:3]=1.[O:10]1[CH2:14][CH2:13][CH:12]([CH:15]=O)[CH2:11]1.C(O[BH-](OC(=O)C)OC(=O)C)(=O)C.[Na+]>ClCCl.O.[Ti](Cl)(Cl)(Cl)Cl>[Cl:1][C:2]1[N:7]=[C:6]([Cl:8])[C:5]([NH:9][CH2:15][CH:12]2[CH2:13][CH2:14][O:10][CH2:11]2)=[CH:4][N:3]=1 |f:2.3|. Procedure details: To 2,4-dichloropyrimidin-5-amine (6.22 g, 38.0 mmol) in 16.5 mL of dichloromethane was added dry tetrahydrofuran-3-carbaldehyde (3.8 g, 38.0 mmol). The solution was cooled to 0° C. A solution of titanium tetrachloride (41.8 ml, 41.8 mmol) in 10 mL of dichloromethane was added slowly. The reaction mixture was stirred at for 2 hours. Sodium triacetoxyborohydride (24.13 g, 114 mmol) was added in 4 equal portions over about 10 minutes and the mixture was stirred at room temperature for 48 hours. The... Starting materials: CC(=O)SCCCC(=O)N1CC(=O)CC1C(=O)O, N. Yields the product O=C1CC(C(=O)O)N(C(=O)CCCS)C1. As a reaction SMILES: [C:1](=[O:2])([CH3:3])[S:4][CH2:5][CH2:6][CH2:7][C:8](=[O:9])[N:10]1[CH:11]([C:12](=[O:13])[OH:14])[CH2:15][C:16](=[O:18])[CH2:17]1.[NH3:19]>>[SH:4][CH2:5][CH2:6][CH2:7][C:8](=[O:9])[N:10]1[CH:11]([C:12](=[O:13])[OH:14])[CH2:15][C:16](=[O:18])[CH2:17]1. The reactants are O=C(NC1CCCCC1)C1=C(c2ccccc2)c2ccc(O)cc2C1=O, C1CCOCC1, OCCN1CCOCC1, c1ccc(P(c2ccccc2)c2ccccc2)cc1, c1ccccc1. Yields the product O=C(NC1CCCCC1)C1=C(c2ccccc2)c2ccc(OCCN3CCOCC3)cc2C1=O. As a reaction SMILES: [CH:1]1([NH:7][C:8](=[O:9])[C:10]2=[C:18]([c:19]3[cH:20][cH:21][cH:22][cH:23][cH:24]3)[c:17]3[c:12]([cH:13][c:14]([OH:25])[cH:15][cH:16]3)[C:11]2=[O:26])[CH2:2][CH2:3][CH2:4][CH2:5][CH2:6]1.[O:61]1[CH2:62][CH2:63][CH2:64][CH2:65][CH2:66]1.[OH:27][CH2:28][CH2:29][N:30]1[CH2:31][CH2:32][O:33][CH2:34][CH2:35]1.[c:36]1([P:37]([c:38]2[cH:39][cH:40][cH:41][cH:42][cH:43]2)[c:44]2[cH:45][cH:46][cH:47][cH:48][cH:49]2)[cH:50][cH:51][cH:52][cH:53][cH:54]1.[cH:55]1[cH:56][cH:57][cH:58][cH:59][cH:60]1>>[CH:1]1([NH:7][C:8](=[O:9])[C:10]2=[C:18]([c:19]3[cH:20][cH:21][cH:22][cH:23][cH:24]3)[c:17]3[c:12]([cH:13][c:14]([O:25][CH2:28][CH2:29][N:30]4[CH2:31][CH2:32][O:33][CH2:34][CH2:35]4)[cH:15][cH:16]3)[C:11]2=[O:26])[CH2:2][CH2:3][CH2:4][CH2:5][CH2:6]1. The reactants are O=C([O-])O, CCOP(=O)(OCC)C(F)(F)C(O)c1ccc(-c2ccc(F)cn2)c(F)c1F, ClCCl, [Na+], [Na+], [Na+], O=S([O-])([O-])=S. Yields the product CCOP(=O)(OCC)C(F)(F)C(=O)c1ccc(-c2ccc(F)cn2)c(F)c1F. As a reaction SMILES: [C:29](=[O:30])([OH:31])[O-:32].[CH2:1]([CH3:2])[O:3][P:4]([O:5][CH2:6][CH3:7])(=[O:8])[C:9]([CH:10]([OH:11])[c:12]1[c:13]([F:26])[c:14]([F:25])[c:15](-[c:18]2[n:19][cH:20][c:21]([F:24])[cH:22][cH:23]2)[cH:16][cH:17]1)([F:27])[F:28].[CH2:41]([Cl:42])[Cl:43].[Na+:33].[Na+:39].[Na+:40].[S:34]([O-:35])([O-:36])(=[O:37])=[S:38]>>[CH2:1]([CH3:2])[O:3][P:4]([O:5][CH2:6][CH3:7])(=[O:8])[C:9]([C:10](=[O:11])[c:12]1[c:13]([F:26])[c:14]([F:25])[c:15](-[c:18]2[n:19][cH:20][c:21]([F:24])[cH:22][cH:23]2)[cH:16][cH:17]1)([F:27])[F:28]. The reactants are C(=NS(=O)(=O)Cl)=O (N-chlorosulfonyl isocyanate), NC1=C(C=C(C=C1)S(=O)(=O)OC1=CC=CC=C1)[N+](=O)[O-] (2-amino-5-phenoxysulfonylnitrobenzene). Run in C1(=CC=CC=C1)C (toluene), C1(=CC=CC=C1)C (toluene). Product: ClS(=O)(=O)NC(NC1=C(C=C(C=C1)S(=O)(=O)OC1=CC=CC=C1)[N+](=O)[O-])=O (2-(3-chlorosulfonylureido)-5-phenoxysulfonylnitrobenzene). Reaction SMILES: [C:1](=[O:7])=[N:2][S:3]([Cl:6])(=[O:5])=[O:4].[NH2:8][C:9]1[CH:14]=[CH:13][C:12]([S:15]([O:18][C:19]2[CH:24]=[CH:23][CH:22]=[CH:21][CH:20]=2)(=[O:17])=[O:16])=[CH:11][C:10]=1[N+:25]([O-:27])=[O:26]>C1(C)C=CC=CC=1>[Cl:6][S:3]([NH:2][C:1](=[O:7])[NH:8][C:9]1[CH:14]=[CH:13][C:12]([S:15]([O:18][C:19]2[CH:24]=[CH:23][CH:22]=[CH:21][CH:20]=2)(=[O:17])=[O:16])=[CH:11][C:10]=1[N+:25]([O-:27])=[O:26])(=[O:5])=[O:4]. Procedure: 30 ml of N-chlorosulfonyl isocyanate dissolved in 70 ml of toluene are rapidly added dropwise, at +10° C., to 88.2 g of 2-amino-5-phenoxysulfonylnitrobenzene in 750 ml of toluene. The mixture is stirred for a further hour while cooling, and the precipitate is filtered off with suction, washed with diisopropyl ether and dried in a desiccator over potassium hydroxide. 88 g of the 2-(3-chlorosulfonylureido)-5-phenoxysulfonylnitrobenzene produced are introduced, with stirring and cooling, into 800 m...